Dataset: the Open Reaction Database (ORD), a public repository of structured organic reaction records. Task: describe an organic reaction: reactants, conditions, products, and yield Product: CC(NC(=O)c1cc(Cl)ccc1NC(=O)C1CC(Br)=NN1c1ncccc1Cl)C1CC1. As a reaction SMILES: [BrH:48].[C:44]([OH:45])(=[O:46])[CH3:47].[CH3:49][CH2:50][O:51][C:52](=[O:53])[CH3:54].[CH3:57][C:58](=[O:59])[OH:60].[Cl:1][c:2]1[cH:3][c:4]([C:36]([NH:37][CH:38]([CH3:39])[CH:40]2[CH2:41][CH2:42]2)=[O:43])[c:5]([NH:8][C:9](=[O:10])[CH:11]2[CH2:12][C:13]([c:23]3[cH:24][c:25]([N+:26]([O-:27])=[O:28])[cH:29][cH:30][c:31]3[S:32]([O-:33])(=[O:34])=[O:35])=[N:14][N:15]2[c:16]2[n:17][cH:18][cH:19][cH:20][c:21]2[Cl:22])[cH:6][cH:7]1.[Na+:56].[OH-:55].[OH2:61]>>[Cl:1][c:2]1[cH:3][c:4]([C:36]([NH:37][CH:38]([CH3:39])[CH:40]2[CH2:41][CH2:42]2)=[O:43])[c:5]([NH:8][C:9](=[O:10])[CH:11]2[CH2:12][C:13]([Br:48])=[N:14][N:15]2[c:16]2[n:17][cH:18][cH:19][cH:20][c:21]2[Cl:22])[cH:6][cH:7]1. The reactants are Br, CC(=O)O, CCOC(C)=O, CC(=O)O, CC(NC(=O)c1cc(Cl)ccc1NC(=O)C1CC(c2cc([N+](=O)[O-])ccc2S(=O)(=O)[O-])=NN1c1ncccc1Cl)C1CC1, [Na+], [OH-], O. The reactants are C(C)C1=NN(C2=CC=CC(=C12)[N+](=O)[O-])CC=1C(=NC(=CC1)C)OC (3-ethyl-1-((2-methoxy-6-methylpyridin-3-yl)methyl)-4-nitro-1H-indazole), [NH4+].[Cl-] (NH4Cl). Reagents/catalysts: [Fe] (iron). RXN SMILES: [CH2:1]([C:3]1[C:11]2[C:6](=[CH:7][CH:8]=[CH:9][C:10]=2[N+:12]([O-])=O)[N:5]([CH2:15][C:16]2[C:17]([O:23][CH3:24])=[N:18][C:19]([CH3:22])=[CH:20][CH:21]=2)[N:4]=1)[CH3:2].[NH4+].[Cl-]>CCO.O.[Fe]>[CH2:1]([C:3]1[C:11]2[C:10]([NH2:12])=[CH:9][CH:8]=[CH:7][C:6]=2[N:5]([CH2:15][C:16]2[C:17]([O:23][CH3:24])=[N:18][C:19]([CH3:22])=[CH:20][CH:21]=2)[N:4]=1)[CH3:2] |f:1.2,3.4|. Product: C(C)C1=NN(C=2C=CC=C(C12)N)CC=1C(=NC(=CC1)C)OC (3-ethyl-1-((2-methoxy-6-methylpyridin-3-yl)methyl)-1H-indazol-4-amine). The solvent is CCO.O (EtOH water). Yield: 63.9%. Procedure: A mixture of 3-ethyl-1-((2-methoxy-6-methylpyridin-3-yl)methyl)-4-nitro-1H-indazole (186 mg, 0.57 mmol), iron powder (318 mg, 5.7 mmol) and NH4Cl (15.2 mg, 0.285 mmol) in EtOH/water (3 mL/0.75 mL) was heated to reflux for 60 minutes. The reaction mixture was filtered through GF/F paper and concentrated to a residue under reduced pressure. Preparative thin layer chromatography eluting with 2% MeOH 0.25% NH4OH in DCM provided the product (108 mg). Starting materials: O=S1(N(CCC1)C1=NC=C(C(=O)OCC)C=C1)=O (ethyl 6-(1,1-dioxo-1λ6-isothiazolidin-2-yl)nicotinate), C1(CC1)C=1C(=NC=C(C1)C(F)(F)F)N1CCNCC1 (1-(3-cyclopropyl-5-trifluoromethylpyridin-2-yl)piperazine). The product is C1(CC1)C=1C(=NC=C(C1)C(F)(F)F)N1CCN(CC1)C(=O)C=1C=NC(=CC1)N1S(CCC1)(=O)=O ([4-(3-cyclopropyl-5-trifluoromethylpyridin-2-yl)piperazin-1-yl][6-(1,1-dioxo-1λ6-isothiazolidin-2-yl)pyridin-3-yl]methanone). Isolated yield 68.2%. Reaction SMILES: [O:1]=[S:2]1(=[O:18])[CH2:6][CH2:5][CH2:4][N:3]1[C:7]1[CH:17]=[CH:16][C:10]([C:11]([O:13]CC)=O)=[CH:9][N:8]=1.[CH:19]1([C:22]2[C:23]([N:32]3[CH2:37][CH2:36][NH:35][CH2:34][CH2:33]3)=[N:24][CH:25]=[C:26]([C:28]([F:31])([F:30])[F:29])[CH:27]=2)[CH2:21][CH2:20]1>>[CH:19]1([C:22]2[C:23]([N:32]3[CH2:37][CH2:36][N:35]([C:11]([C:10]4[CH:9]=[N:8][C:7]([N:3]5[CH2:4][CH2:5][CH2:6][S:2]5(=[O:1])=[O:18])=[CH:17][CH:16]=4)=[O:13])[CH2:34][CH2:33]3)=[N:24][CH:25]=[C:26]([C:28]([F:31])([F:29])[F:30])[CH:27]=2)[CH2:20][CH2:21]1. Reported procedure: Using ethyl 6-(1,1-dioxo-1λ6-isothiazolidin-2-yl)nicotinate (300 mg) described in Preparation Example 25 and 1-(3-cyclopropyl-5-trifluoromethylpyridin-2-yl)piperazine (331 mg) described in Preparation Example 90 and by the reaction and treatment in the same manner as in Example 109, the title compound (375 mg) was obtained. Reactants: [C-]#N, Cc1ccccc1, [Cl-], Cc1c(N)cccc1Cl, Cl, O=N[O-], [Na+], [Na+], [Na+], N#C[Na], O=C([O-])[O-], O. The product is Cc1c(Cl)cccc1C#N. As a reaction SMILES: [C-:5]#[N:6].[CH3:28][c:29]1[cH:30][cH:31][cH:32][cH:33][cH:34]1.[Cl-:4].[Cl:8][c:9]1[c:10]([CH3:16])[c:11]([NH2:12])[cH:13][cH:14][cH:15]1.[ClH:7].[N:17]([O-:18])=[O:19].[Na+:20].[Na+:21].[Na+:22].[Na:1][C:2]#[N:3].[O-:23][C:24](=[O:25])[O-:26].[OH2:27]>>[C:2](#[N:3])[c:11]1[c:10]([CH3:16])[c:9]([Cl:8])[cH:15][cH:14][cH:13]1. As a reaction SMILES: [F:1][C:2]([c:3]1[cH:4][cH:5][c:6]([C:9](=[CH:10][C:11](=[O:12])[OH:13])[CH3:14])[cH:7][cH:8]1)([F:15])[F:16].[NH:17]1[CH:18]([CH2:22][N:23]2[CH2:24][CH2:25][CH2:26][CH2:27][CH2:28]2)[CH2:19][CH2:20][CH2:21]1>>[F:1][C:2]([c:3]1[cH:4][cH:5][c:6]([C:9](=[CH:10][C:11](=[O:13])[N:17]2[CH:18]([CH2:22][N:23]3[CH2:24][CH2:25][CH2:26][CH2:27][CH2:28]3)[CH2:19][CH2:20][CH2:21]2)[CH3:14])[cH:7][cH:8]1)([F:15])[F:16]. Reactants: CC(=CC(=O)O)c1ccc(C(F)(F)F)cc1, C1CCN(CC2CCCN2)CC1. Product: CC(=CC(=O)N1CCCC1CN1CCCCC1)c1ccc(C(F)(F)F)cc1. The reactants are CC(=O)c1ccc(S(N)(=O)=O)cc1, COc1cc(OC)c(-c2cc3ccccc3[nH]2)cc1C=O. The product is COc1cc(OC)c(-c2cc3ccccc3[nH]2)cc1C=CC(=O)c1ccc(S(N)(=O)=O)cc1. Reaction SMILES: [C:1]([CH3:2])(=[O:3])[c:4]1[cH:5][cH:6][c:7]([S:10](=[O:11])(=[O:12])[NH2:13])[cH:8][cH:9]1.[nH:14]1[c:15](-[c:23]2[c:24]([O:33][CH3:34])[cH:25][c:26]([O:31][CH3:32])[c:27]([CH:28]=[O:29])[cH:30]2)[cH:16][c:17]2[cH:18][cH:19][cH:20][cH:21][c:22]12>>[C:1]([CH:2]=[CH:28][c:27]1[c:26]([O:31][CH3:32])[cH:25][c:24]([O:33][CH3:34])[c:23](-[c:15]2[nH:14][c:22]3[c:17]([cH:16]2)[cH:18][cH:19][cH:20][cH:21]3)[cH:30]1)(=[O:3])[c:4]1[cH:5][cH:6][c:7]([S:10](=[O:11])(=[O:12])[NH2:13])[cH:8][cH:9]1. The reactants are BrCc1ccccc1, CC(=O)SCC1CCCCCCCSCC(C(=O)O)NC1=O, O=C([O-])[O-], [Cs+], [Cs+], O. Yields the product CC(=O)SCC1CCCCCCCSCC(C(=O)OCc2ccccc2)NC1=O. As a reaction SMILES: [Br:29][CH2:30][c:31]1[cH:32][cH:33][cH:34][cH:35][cH:36]1.[C:1]([CH3:2])(=[O:3])[S:4][CH2:5][CH:6]1[C:7](=[O:22])[NH:8][CH:9]([C:19](=[O:20])[OH:21])[CH2:10][S:11][CH2:12][CH2:13][CH2:14][CH2:15][CH2:16][CH2:17][CH2:18]1.[C:23](=[O:24])([O-:25])[O-:26].[Cs+:27].[Cs+:28].[OH2:37]>>[C:1]([CH3:2])(=[O:3])[S:4][CH2:5][CH:6]1[C:7](=[O:22])[NH:8][CH:9]([C:19](=[O:20])[O:21][CH2:30][c:31]2[cH:32][cH:33][cH:34][cH:35][cH:36]2)[CH2:10][S:11][CH2:12][CH2:13][CH2:14][CH2:15][CH2:16][CH2:17][CH2:18]1. The reactants are C(C)(C)(C)OC(=O)N1[C@H](CCC1)COC1=C(C=CC(=C1)[N+](=O)[O-])C(F)(F)F ((R)-2-(5-Nitro-2-trifluoromethyl-phenoxymethyl)-pyrrolidine-1-carboxylic acid tert-butyl ester). Run in CO (MeOH), O1CCOCC1 (dioxane). Run at time 42 hour. Product: NC=1C=CC(=C(OC[C@@H]2N(CCC2)C(=O)OC(C)(C)C)C1)C(F)(F)F ((R)-2-(5-Amino-2-trifluoromethyl-phenoxymethyl)-1-(tert-butoxycarbonyl)pyrrolidine). RXN SMILES: [C:1]([O:5][C:6]([N:8]1[CH2:12][CH2:11][CH2:10][C@@H:9]1[CH2:13][O:14][C:15]1[CH:20]=[C:19]([N+:21]([O-])=O)[CH:18]=[CH:17][C:16]=1[C:24]([F:27])([F:26])[F:25])=[O:7])([CH3:4])([CH3:3])[CH3:2]>CO.O1CCOCC1>[NH2:21][C:19]1[CH:18]=[CH:17][C:16]([C:24]([F:27])([F:25])[F:26])=[C:15]([CH:20]=1)[O:14][CH2:13][C@H:9]1[CH2:10][CH2:11][CH2:12][N:8]1[C:6]([O:5][C:1]([CH3:2])([CH3:3])[CH3:4])=[O:7]. Reported procedure: (R)-2-(5-Nitro-2-trifluoromethyl-phenoxymethyl)-pyrrolidine-1-carboxylic acid tert-butyl ester (2.19 g, 5.60 mmol) was dissolved in 40 mL MeOH and 10 mL dioxane. To the nitrogen-degassed solution was added 10% Pd/C (0.3 g). The reaction was stirred vigorously at RT under 1 atm H2 gas for 42 h. The reaction was filtered through Celite® and concentrated in vacuo to yield the title compound as a white foam. MS (MNa+)=383.3; Calc'd 360.38 for C17H23F3N2O3. Starting materials: CC(C)(C)[O-].[K+] (KOtBu), CCOC(=O)C1CCC(=O)C=C1C (Hagemann's ester), Cl.ClCC1=CC=C(OCCN2CCCCC2)C=C1 (1-[2-(4-chloromethyl-phenoxy)ethyl]piperidine hydrochloride). Conditions: temperature 25 celsius, time 10 minute. The product is C(C)OC(=O)C1C(=C(C(CC1)=O)CC1=CC=C(C=C1)OCCN1CCCCC1)C (2-methyl-4-oxo-3-[4-(2-piperidin-1-yl-ethoxy)-benzyl]-cyclohex-2-enecarboxylic acid ethyl ester). Reaction SMILES: CC([O-])(C)C.[K+].[CH3:7][CH2:8][O:9][C:10]([CH:12]1[C:18]([CH3:19])=[CH:17][C:15](=[O:16])[CH2:14][CH2:13]1)=[O:11].Cl.Cl[CH2:22][C:23]1[CH:37]=[CH:36][C:26]([O:27][CH2:28][CH2:29][N:30]2[CH2:35][CH2:34][CH2:33][CH2:32][CH2:31]2)=[CH:25][CH:24]=1>>[CH2:8]([O:9][C:10]([CH:12]1[CH2:13][CH2:14][C:15](=[O:16])[C:17]([CH2:22][C:23]2[CH:24]=[CH:25][C:26]([O:27][CH2:28][CH2:29][N:30]3[CH2:35][CH2:34][CH2:33][CH2:32][CH2:31]3)=[CH:36][CH:37]=2)=[C:18]1[CH3:19])=[O:11])[CH3:7] |f:0.1,3.4|. Reported procedure: To the solution of KOtBu (1.0 M in tBuOH, 10.7 mL) at 25 cC was added Hagemann's ester (1.0 mL, 5.324 mmol). The mixture was stirred for 10 min at 25° C. and then to the mixture was added 1-[2-(4-chloromethyl-phenoxy)ethyl]piperidine hydrochloride (1.54 g, 5.324 mmol). The mixture was refluxed for 3 h. The tBuOH was distilled off, then the reaction mixture was diluted with water and diethyl ether. The layers were separated and the aqueous layer was extracted with diethyl ether. The organic extra...